describe an organic reaction: reactants, conditions, products, and yield From a dataset of the Open Reaction Database (ORD), a public repository of structured organic reaction records. The reactants are CCOC(=O)C(Br)C(=O)OCC, [H-], [Na+], CN(C)C=O, Oc1cccc2ccccc12. The product is CCOC(=O)C(Oc1cccc2ccccc12)C(=O)OCC. As a reaction SMILES: [CH2:14]([CH3:15])[O:16][C:17]([CH:18]([C:19](=[O:20])[O:21][CH2:22][CH3:23])[Br:24])=[O:25].[H-:12].[Na+:13].[O:26]=[CH:27][N:28]([CH3:29])[CH3:30].[OH:1][c:2]1[cH:3][cH:4][cH:5][c:6]2[cH:7][cH:8][cH:9][cH:10][c:11]12>>[O:1]([c:2]1[cH:3][cH:4][cH:5][c:6]2[cH:7][cH:8][cH:9][cH:10][c:11]12)[CH:18]([C:17]([O:16][CH2:14][CH3:15])=[O:25])[C:19](=[O:20])[O:21][CH2:22][CH3:23]. Starting materials: Cc1c(CO)oc2ccc(Br)c(OC(C)C)c12, ClCCl, O=S(Cl)Cl. The product is Cc1c(CCl)oc2ccc(Br)c(OC(C)C)c12. Reaction SMILES: [Br:1][c:2]1[cH:3][cH:4][c:5]2[c:6]([c:7]([CH3:12])[c:8]([CH2:10][OH:11])[o:9]2)[c:13]1[O:14][CH:15]([CH3:16])[CH3:17].[Cl:22][CH2:23][Cl:24].[S:18]([Cl:19])([Cl:20])=[O:21]>>[Br:1][c:2]1[cH:3][cH:4][c:5]2[c:6]([c:7]([CH3:12])[c:8]([CH2:10][Cl:20])[o:9]2)[c:13]1[O:14][CH:15]([CH3:16])[CH3:17]. Reactants: NC1=C(C(=NN1)NC1=CC(=CC=C1)Cl)C(=O)N (5-amino-3-((3-chlorophenyl)amino)-1H-pyrazole-4-carboxamide), [N+](=O)([O-])C1=CC=C(C=O)C=C1 (4-nitrobenzaldehyde). Reagents/catalysts: N1CCCCC1 (piperidine). Run in CCO (EtOH). Product: ClC=1C=C(C=CC1)NC1=NNC(=C1C(=O)N)N=CC1=CC=C(C=C1)[N+](=O)[O-] (3-((3-chlorophenyl)amino)-5-((4-nitrobenzylidene)amino)-1H-pyrazole-4-carboxamide). Reaction SMILES: [NH2:1][C:2]1[NH:6][N:5]=[C:4]([NH:7][C:8]2[CH:13]=[CH:12][CH:11]=[C:10]([Cl:14])[CH:9]=2)[C:3]=1[C:15]([NH2:17])=[O:16].[N+:18]([C:21]1[CH:28]=[CH:27][C:24]([CH:25]=O)=[CH:23][CH:22]=1)([O-:20])=[O:19]>CCO.N1CCCCC1>[Cl:14][C:10]1[CH:9]=[C:8]([NH:7][C:4]2[C:3]([C:15]([NH2:17])=[O:16])=[C:2]([N:1]=[CH:25][C:24]3[CH:27]=[CH:28][C:21]([N+:18]([O-:20])=[O:19])=[CH:22][CH:23]=3)[NH:6][N:5]=2)[CH:13]=[CH:12][CH:11]=1. Procedure details: 5-amino-3-((3-chlorophenyl)amino)-1H-pyrazole-4-carboxamide (100 mg) was suspended in EtOH (4 mL) and 4-nitrobenzaldehyde (1 eq.) and piperidine (1 drop) were added. Stirred at reflux until intermediate was absent (HPLC). After reaction was complete (18 hrs) it was brought to room temperature and filtered to obtain 3-((3-chlorophenyl)amino)-5-((4-nitrobenzylidene)amino)-1H-pyrazole-4-carboxamide as a yellow powder. Powder was washed with EtOH. Product was allowed to dry under vacuum for 1 hr. The reactants are [OH-].[Na+] (NaOH), C(C)OC(C1=CC=C(C=C1)C(NO)=N)=O (4-(N-hydroxycarbamimidoyl)-benzoic acid ethyl ester), C(C)N(C=1C=C(C(=O)O)C=C(N1)C)CC (2-diethylamino-6-methyl-isonicotinic acid), ethyl ester. The solvent is C1CCOC1 (THF). The product is C(C)N(C1=NC(=CC(=C1)C1=NC(=NO1)C1=CC=C(C(=O)O)C=C1)C)CC (4-[5-(2-Diethylamino-6-methyl-pyridin-4-yl)-[1,2,4]oxadiazol-3-yl]-benzoic acid). As a reaction SMILES: C([O:3][C:4](=[O:15])[C:5]1[CH:10]=[CH:9][C:8]([C:11](=[NH:14])[NH:12][OH:13])=[CH:7][CH:6]=1)C.[CH2:16]([N:18]([CH2:29][CH3:30])[C:19]1[CH:20]=[C:21]([CH:25]=[C:26]([CH3:28])[N:27]=1)[C:22](O)=O)[CH3:17].[OH-].[Na+]>C1COCC1>[CH2:29]([N:18]([CH2:16][CH3:17])[C:19]1[CH:20]=[C:21]([C:22]2[O:13][N:12]=[C:11]([C:8]3[CH:7]=[CH:6][C:5]([C:4]([OH:3])=[O:15])=[CH:10][CH:9]=3)[N:14]=2)[CH:25]=[C:26]([CH3:28])[N:27]=1)[CH3:30] |f:2.3|. Procedure details: The title compound is prepared in analogy to Example 8 starting from 4-(N-hydroxycarbamimidoyl)-benzoic acid ethyl ester and 2-diethylamino-6-methyl-isonicotinic acid except that in the final step, the ethyl ester is cleaved under basic conditions (3 N aq. NaOH in THF); LC-MS: tR=0.77 min; [M+1]+=353.09; 1H NMR (D6-DMSO): δ 1.16 (t, J=6.8 Hz, 6H), 2.43 (s, 3H), 3.58 (q, J=6.5 Hz, 4H), 7.00 (s, 1H), 7.07 (s, 1H), 8.00 (d, J=8.0 Hz, 2H), 8.04 (d, J=8.0 Hz, 2H).